The task is: describe an organic reaction: reactants, conditions, products, and yield. This data is from the Open Reaction Database (ORD), a public repository of structured organic reaction records. Starting materials: C1=NC=CC=2C(=CC=CC12)S(=O)(=O)Cl (Isoquinoline-5-sulfonyl chloride), [NH4+].[OH-] (NH4OH). The solvent is O1CCCC1 (tetrahydrofuran). Run at temperature 0 celsius, time 8 hour. The product is C1=NC=CC=2C(=CC=CC12)S(=O)(=O)N (isoquinoline-5-sulfonamide). As a reaction SMILES: [CH:1]1[C:10]2[CH:9]=[CH:8][CH:7]=[C:6]([S:11](Cl)(=[O:13])=[O:12])[C:5]=2[CH:4]=[CH:3][N:2]=1.[NH4+:15].[OH-]>O1CCCC1>[CH:1]1[C:10]2[CH:9]=[CH:8][CH:7]=[C:6]([S:11]([NH2:15])(=[O:13])=[O:12])[C:5]=2[CH:4]=[CH:3][N:2]=1 |f:1.2|. Reported procedure: Isoquinoline-5-sulfonyl chloride (528 mg) was dissolved in tetrahydrofuran (8 mL), cooled to 0° C., then concentrated NH4OH (0.7 mL) was added and the reaction was allowed to come to room temperature overnight. The product was filtered off, washed with water, and dried under vacuum. Starting materials: [Na] (sodium), CC(CC(=O)OCC)(C(C=C(Cl)Cl)Cl)C (ethyl 3,3-dimethyl-4,6,6-trichloro-5-hexenoate), ice water, Cl (hydrogen chloride). Solvent: C(C)O (ethanol), C(C)O (ethanol). Reaction conditions: time 2 hour. Yields the product 21.0, CC1(C(C1C=C(Cl)Cl)C(=O)OCC)C (ethyl 2,2-dimethyl-3-(2',2'-dichlorovinyl)cyclopropane carboxylate). The yield is 89.0%. As a reaction SMILES: [Na].Cl.[CH3:3][C:4]([CH3:17])([CH:11](Cl)[CH:12]=[C:13]([Cl:15])[Cl:14])[CH2:5][C:6]([O:8][CH2:9][CH3:10])=[O:7]>C(O)C>[CH3:3][C:4]1([CH3:17])[CH:11]([CH:12]=[C:13]([Cl:15])[Cl:14])[CH:5]1[C:6]([O:8][CH2:9][CH3:10])=[O:7] |^1:0|. Procedure: Thereafter, 2.8 parts of metallic sodium were dissolved in 150 parts of anhydrous ethanol, and 27.4 parts of ethyl 3,3-dimethyl-4,6,6-trichloro-5-hexenoate prepared by the process described above, were added to the solution. The mixture was agitated for 2 hours under reflux of ethanol. The reaction mixture was cooled by ice water and neutralized with hydrogen chloride-saturated ethanol solution. The precipitated solids were removed by filtration, and ethanol was distilled from the filtrate. The ... Product: C(CCCCCCCCCCCCC)OC1=CC=C(O1)C(=O)OCCCN1CCCCC1 (3-(piperidin-1-yl)propyl 5-(tetradecyloxy)furan-2-carboxylate). Reactants: N1CCOCC1 (morpholine), [I-].[Na+] (sodium iodide), C(CCCCCCCCCCCCC)OC1=CC=C(O1)C(=O)OCCCCl (3-chloropropyl 5-(tetradecyloxy)furan-2-carboxylate), CN(C=O)C (N,N-dimethylformamide). Reaction conditions: temperature 55 celsius, time 36 hour. Procedure details: To a solution of the above prepared 3-chloropropyl 5-(tetradecyloxy)furan-2-carboxylate (0.272 g, 0.68 mmol) in 6 mL of N,N-dimethylformamide was added morpholine (0.535 mL, 6.1 mmol) and sodium iodide (10 mg). The resulting solution was stirred at 55° C. for 36 hrs at which time HPLC analysis of the reaction mixture indicated near complete consumption of the starting material. The solution was diluted with EtOAc (30 mL), brine (10 mL) and water (10 mL) such that both phases were clear solutions... RXN SMILES: [CH2:1]([O:15][C:16]1[O:20][C:19]([C:21]([O:23][CH2:24][CH2:25][CH2:26]Cl)=[O:22])=[CH:18][CH:17]=1)[CH2:2][CH2:3][CH2:4][CH2:5][CH2:6][CH2:7][CH2:8][CH2:9][CH2:10][CH2:11][CH2:12][CH2:13][CH3:14].[NH:28]1[CH2:33][CH2:32]O[CH2:30][CH2:29]1.[I-].[Na+].[CH3:36]N(C)C=O>>[CH2:1]([O:15][C:16]1[O:20][C:19]([C:21]([O:23][CH2:24][CH2:25][CH2:26][N:28]2[CH2:33][CH2:32][CH2:36][CH2:30][CH2:29]2)=[O:22])=[CH:18][CH:17]=1)[CH2:2][CH2:3][CH2:4][CH2:5][CH2:6][CH2:7][CH2:8][CH2:9][CH2:10][CH2:11][CH2:12][CH2:13][CH3:14] |f:2.3|.